From a dataset of the Open Reaction Database (ORD), a public repository of structured organic reaction records. describe an organic reaction: reactants, conditions, products, and yield Reactants: OCCBr, O=C([O-])O, CC#N, CO, CCOCC, Nc1ccc2cnn(-c3ccnc(NC4CCC(O)CC4)n3)c2c1, [Na+], CN(C)C=O. Product: OCCNc1ccc2cnn(-c3ccnc(NC4CCC(O)CC4)n3)c2c1. RXN SMILES: [Br:1][CH2:2][CH2:3][OH:4].[C:29](=[O:30])([OH:31])[O-:32].[CH3:39][C:40]#[N:41].[CH3:42][OH:43].[CH3:44][CH2:45][O:46][CH2:47][CH3:48].[NH2:5][c:6]1[cH:7][cH:8][c:9]2[cH:10][n:11][n:12](-[c:15]3[n:16][c:17]([NH:21][CH:22]4[CH2:23][CH2:24][CH:25]([OH:28])[CH2:26][CH2:27]4)[n:18][cH:19][cH:20]3)[c:13]2[cH:14]1.[Na+:33].[O:34]=[CH:35][N:36]([CH3:37])[CH3:38]>>[CH2:2]([CH2:3][OH:4])[NH:5][c:6]1[cH:7][cH:8][c:9]2[cH:10][n:11][n:12](-[c:15]3[n:16][c:17]([NH:21][CH:22]4[CH2:23][CH2:24][CH:25]([OH:28])[CH2:26][CH2:27]4)[n:18][cH:19][cH:20]3)[c:13]2[cH:14]1. The reactants are [BH-](OC(=O)C)(OC(=O)C)OC(=O)C.[Na+] (NaBH(OAc)3), N1CCC(CC1)C1=NC2=CC=CC=C2N=C1 (2-Piperidine-4-ylquinoxaline), C(=O)(O)[O-].[Na+] (NaHCO3), [BH-](OC(=O)C)(OC(=O)C)OC(=O)C.[Na+] (NaBH(OAc)3), C1(=CC=CC=C1)C=1C(=NC=2N(C1)C=CN2)C2=CC=C(C=O)C=C2 (4-(6-Phenyl-imidazo[1,2-a]pyrimidin-7-yl)-benzaldehyde). The solvent is C(C)N(CC)CC (triethylamine), C(C)(=O)O (acetic acid), CN1CCCC1=O (NMP), C(C)(=O)O (acetic acid). Conditions: time 1 hour. Yields the product C1(=CC=CC=C1)C=1C(=NC=2N(C1)C=CN2)C2=CC=C(CN1CCC(CC1)C1=NC3=CC=CC=C3N=C1)C=C2 (2-{1-[4-(6-phenyl-imidazo[1,2-a]pyrimidin-7-yl)-benzyl]-piperidine-4-yl}-quinoxaline). Reaction SMILES: [NH:1]1[CH2:6][CH2:5][CH:4]([C:7]2[CH:16]=[N:15][C:14]3[C:9](=[CH:10][CH:11]=[CH:12][CH:13]=3)[N:8]=2)[CH2:3][CH2:2]1.[C:17]1([C:23]2[C:24]([C:32]3[CH:39]=[CH:38][C:35]([CH:36]=O)=[CH:34][CH:33]=3)=[N:25][C:26]3[N:27]([CH:29]=[CH:30][N:31]=3)[CH:28]=2)[CH:22]=[CH:21][CH:20]=[CH:19][CH:18]=1.[BH-](OC(C)=O)(OC(C)=O)OC(C)=O.[Na+].C([O-])(O)=O.[Na+]>CN1C(=O)CCC1.C(O)(=O)C.C(N(CC)CC)C>[C:17]1([C:23]2[C:24]([C:32]3[CH:33]=[CH:34][C:35]([CH2:36][N:1]4[CH2:2][CH2:3][CH:4]([C:7]5[CH:16]=[N:15][C:14]6[C:9](=[CH:10][CH:11]=[CH:12][CH:13]=6)[N:8]=5)[CH2:5][CH2:6]4)=[CH:38][CH:39]=3)=[N:25][C:26]3[N:27]([CH:29]=[CH:30][N:31]=3)[CH:28]=2)[CH:22]=[CH:21][CH:20]=[CH:19][CH:18]=1 |f:2.3,4.5|. Procedure details: 195 mg (0.6 mmol) 2-Piperidine-4-ylquinoxaline are dissolved in 4.9 mL NMP. After addition of 0.19 mL triethylamine the reaction mixture is stirred for one hour. 170 mg (0.57 mmol) 4-(6-Phenyl-imidazo[1,2-a]pyrimidin-7-yl)-benzaldehyde (intermediate example 1.0) and 0.06 mL acetic acid are added. The reaction mixture is stirred overnight at room temperature. 132 mg (0.63 mmol) NaBH(OAc)3, are added in portions and the reaction mixture is stirred at room temperature for 18 hours. Additionally 75 ... The solvent is CO (MeOH). Reagents/catalysts: CC([O-])C.[Ti+4].CC([O-])C.CC([O-])C.CC([O-])C (titanium(IV) isopropoxide). Procedure: To a stirred mixture of methyl 2-{[2-(3,5-difluorophenyl)-2-oxoethyl]amino}-2-ethylbutanoate from Step B (475 mg, 1.59 mmol) and glycine ethyl ester hydrochloride (332 mg, 2.38 mmol) in MeOH (5 mL) were added titanium(IV) isopropoxide (1.16 mL, 3.97 mmol) and AcOH (0.273 mL, 4.76 mmol). The resulting mixture was stirred at ambient temperature for 15 min, then NaCNBH3 (150 mg, 2.38 mmol) was added. The stirred reaction mixture was heated at 50° C. for 18 h, then at 70° C. for 24 h, and allowed to... As a reaction SMILES: [F:1][C:2]1[CH:3]=[C:4]([C:9](=O)[CH2:10][NH:11][C:12]([CH2:19][CH3:20])([CH2:17][CH3:18])[C:13]([O:15]C)=O)[CH:5]=[C:6]([F:8])[CH:7]=1.Cl.[CH2:23]([O:25][C:26](=[O:29])[CH2:27][NH2:28])C.CC(O)=O.[BH3-]C#N.[Na+]>CO.CC(C)[O-].[Ti+4].CC(C)[O-].CC(C)[O-].CC(C)[O-]>[F:8][C:6]1[CH:5]=[C:4]([C@H:9]2[N:28]([CH2:27][C:26]([O:25][CH3:23])=[O:29])[C:13](=[O:15])[C:12]([CH2:19][CH3:20])([CH2:17][CH3:18])[NH:11][CH2:10]2)[CH:3]=[C:2]([F:1])[CH:7]=1 |f:1.2,4.5,7.8.9.10.11|. Yields the product FC=1C=C(C=C(C1)F)[C@@H]1CNC(C(N1CC(=O)OC)=O)(CC)CC (Methyl [(6R)-6-(3,5-difluorophenyl)-3,3-diethyl-2-oxopiperazin-1-yl]acetate). Reactants: [BH3-]C#N.[Na+] (NaCNBH3), CC(=O)O (AcOH), FC=1C=C(C=C(C1)F)C(CNC(C(=O)OC)(CC)CC)=O (Methyl 2-{[2-(3,5-difluorophenyl)-2-oxoethyl]amino}-2-ethylbutanoate), Cl.C(C)OC(CN)=O (glycine ethyl ester hydrochloride). Conditions: time 15 minute. Starting materials: CC(CC=O)CC(C)C (3,5-dimethylhexanal), C(C)(C)Cl (isopropyl chloride), ice, [Mg] (magnesium), II (iodine), [Mg] (magnesium), C(C)(C)Cl (isopropyl chloride). Solvent: CCOCC (ether), CCOCC (ether), CCOCC (ether). Run at temperature 0 celsius, time 1 hour. The product is CC(C)C(CC(CC(C)C)C)O (2,5,7-trimethyl-octan-3-ol). Yield: 70.5%. As a reaction SMILES: [Mg].[CH:2](Cl)([CH3:4])[CH3:3].II.[CH3:8][CH:9]([CH2:13][CH:14]([CH3:16])[CH3:15])[CH2:10][CH:11]=[O:12]>CCOCC>[CH3:3][CH:2]([CH:11]([OH:12])[CH2:10][CH:9]([CH3:8])[CH2:13][CH:14]([CH3:16])[CH3:15])[CH3:4]. Procedure: 26.4 g (1.1 gram atom) of magnesium shavings and 100 ml of dry ether are added to a round flask which is provided with a stirrer, condenser, thermometer and dropping funnel. There is now slowly added thereto a solution of 86.4 g (1.1 mol) of isopropyl chloride in 150 ml of anhydrous ether and the mixture is held at reflux temperature. The reaction is initiated by the addition of a small amount of iodine to the magnesium. After completion of the addition of the isopropyl chloride, the mixture is ... Starting materials: NC=1C(=NC(=CN1)C1COC1)C1=CC(=C(C(=O)OC)C=C1)F (methyl 4-(3-amino-6-(oxetan-3-yl)pyrazin-2-yl)-2-fluorobenzoate), [Li+].[OH-] (LiOH). The solvent is CO (MeOH), C1CCOC1 (THF). Conditions: time 2 hour. Yields the product NC=1C(=NC(=CN1)C1COC1)C1=CC(=C(C(=O)O)C=C1)F (4-(3-amino-6-(oxetan-3-yl)pyrazin-2-yl)-2-fluorobenzoic acid). As a reaction SMILES: [NH2:1][C:2]1[C:3]([C:12]2[CH:21]=[CH:20][C:15]([C:16]([O:18]C)=[O:17])=[C:14]([F:22])[CH:13]=2)=[N:4][C:5]([CH:8]2[CH2:11][O:10][CH2:9]2)=[CH:6][N:7]=1.[Li+].[OH-]>CO.C1COCC1>[NH2:1][C:2]1[C:3]([C:12]2[CH:21]=[CH:20][C:15]([C:16]([OH:18])=[O:17])=[C:14]([F:22])[CH:13]=2)=[N:4][C:5]([CH:8]2[CH2:11][O:10][CH2:9]2)=[CH:6][N:7]=1 |f:1.2|. Procedure details: To methyl 4-(3-amino-6-(oxetan-3-yl)pyrazin-2-yl)-2-fluorobenzoate (13 mg, 0.043 mmol) in MeOH (1 mL) and THF (2 mL) was added LiOH (0.128 mL, 0.128 mmol). The reaction mixture was stirred 2 h at room temperature. The reaction mixtures was adjusted to acidic (pH˜3) and solvent was evaporated on rotovap. The crude was azeotrope with toluene and proceed for next step. LCMS (m/z): 290.1 (MH+), 0.46 min. Reactants: BrC=1C=NC=CC1 (3-bromopyridine), BrC=1C=NC=CC1 (3-bromopyridine), C(C)OCC (diethyl ether), C(CCC)[Li] (butyllithium), C(=O)C1=CC=CC2=CC=CC=C12 (1-formylnaphthalene), C(=O)C1=CC=CC2=CC=CC=C12 (1-formylnaphthalene). The solvent is O1CCCC1 (tetrahydrofuran), O1CCCC1 (tetrahydrofuran). Conditions: temperature -120 celsius, time 45 minute. The product is N1=CC(=CC=C1)C(O)C1=CC=CC2=CC=CC=C12 (3-pyridyl-1-naphthylcarbinol). RXN SMILES: C(OCC)C.C([Li])CCC.Br[C:12]1[CH:13]=[N:14][CH:15]=[CH:16][CH:17]=1.[CH:18]([C:20]1[C:29]2[C:24](=[CH:25][CH:26]=[CH:27][CH:28]=2)[CH:23]=[CH:22][CH:21]=1)=[O:19]>O1CCCC1>[N:14]1[CH:15]=[CH:16][CH:17]=[C:12]([CH:18]([C:20]2[C:29]3[C:24](=[CH:25][CH:26]=[CH:27][CH:28]=3)[CH:23]=[CH:22][CH:21]=2)[OH:19])[CH:13]=1. Procedure details: To a 500 ml 3-neck flask round bottom flask equipped with an addition funnel, septum, thermometer and an argon inlet is added 100 ml of anhydrous diethyl ether and 62.5 ml of 1.6 molar butyllithium solution (in hexane). The system is cooled to -120° C. and 15.90 gm of 3-bromopyridine in 50 ml of tetrahydrofuran is added over 2 hours. After addition of the 3-bromopyridine, the system is stirred for an additional 45 minutes. At this time, 15.60 gm of 1-formylnaphthalene in 50 ml of tetrahydrofuran... Starting materials: CN (MeNH2), CN(C)C(=[N+](C)C)ON1C2=C(C=CC=C2)N=N1.[B-](F)(F)(F)F (TBTU), ClC1=C(C=C(C=C1)CCC(=O)O)CO (3-(4-chloro-3-hydroxymethyl-phenyl)-propionic acid). The solvent is C(Cl)Cl (CH2Cl2), C(Cl)Cl (CH2Cl2). Reaction conditions: time 2.5 hour. Product: ClC1=C(C=C(C=C1)CCC(=O)NC)CO (3-(4-Chloro-3-hydroxymethyl-phenyl)-N-methyl-propionamide). The yield is 19.6%. RXN SMILES: CN.[CH3:3][N:4](C(ON1N=NC2C=CC=CC1=2)=[N+](C)C)C.[B-](F)(F)(F)F.[Cl:25][C:26]1[CH:31]=[CH:30][C:29]([CH2:32][CH2:33][C:34](O)=[O:35])=[CH:28][C:27]=1[CH2:37][OH:38]>C(Cl)Cl>[Cl:25][C:26]1[CH:31]=[CH:30][C:29]([CH2:32][CH2:33][C:34]([NH:4][CH3:3])=[O:35])=[CH:28][C:27]=1[CH2:37][OH:38] |f:1.2|. Procedure details: MeNH2 (2M in THF, 28.0 mL, 56.1 mmol) and TBTU (1.98 g, 6.17 mmol) were added to a sol. of 3-(4-chloro-3-hydroxymethyl-phenyl)-propionic acid (1.20 g, 5.59 mmol) in CH2Cl2 (42 mL). The mixture was stirred at rt for 2.5 h, and CH2Cl2 (150 mL) was added. The mixture was washed with brine. The org. layer was dried over MgSO4, filtered, and the solvents were removed under reduced pressure. Purification of the crude by FC (MeOH/CH2Cl2 1:9) yielded the title compound (250 mg, 20%). LC-MS: tR=0.67 min;...